This data is from the Open Reaction Database (ORD), a public repository of structured organic reaction records. The task is: describe an organic reaction: reactants, conditions, products, and yield Starting materials: OC1=C(C(N(C2=CC=C(C=C12)I)C)=O)C(=O)NCC(=O)OCC (Ethyl 2-(4-hydroxy-6-iodo-1-methyl-2-oxo-1,2-dihydroquinoline-3-carboxamido)acetate), [Cu](C#N)C#N (Copper cyanide). Reagents/catalysts: [C-]#N.C(C)[N+](CC)(CC)CC (Tetraethylammonium cyanide), C1(=CC=CC=C1)P([C-]1C=CC=C1)C1=CC=CC=C1.[C-]1(C=CC=C1)P(C1=CC=CC=C1)C1=CC=CC=C1.[Fe+2] (1,1′-bis(diphenylphosphino)ferrocene), C=1C=CC(=CC1)/C=C/C(=O)/C=C/C2=CC=CC=C2.C=1C=CC(=CC1)/C=C/C(=O)/C=C/C2=CC=CC=C2.C=1C=CC(=CC1)/C=C/C(=O)/C=C/C2=CC=CC=C2.[Pd].[Pd] (Tris(dibenzylideneacetone)dipalladium). The solvent is O1CCOCC1 (1,4-dioxane), O1CCOCC1 (1,4-dioxane). Reaction conditions: temperature 145 celsius. Yields the product C(#N)C=1C=C2C(=C(C(N(C2=CC1)C)=O)C(=O)NCC(=O)OCC)O (ethyl 2-(6-cyano-4-hydroxy-1-methyl-2-oxo-1,2-dihydroquinoline-3-carboxamido)acetate). The yield is 89.1%. RXN SMILES: [OH:1][C:2]1[C:11]2[C:6](=[CH:7][CH:8]=[C:9](I)[CH:10]=2)[N:5]([CH3:13])[C:4](=[O:14])[C:3]=1[C:15]([NH:17][CH2:18][C:19]([O:21][CH2:22][CH3:23])=[O:20])=[O:16].[Cu](C#N)[C:25]#[N:26]>O1CCOCC1.[C-]#N.C([N+](CC)(CC)CC)C.C1(P(C2C=CC=CC=2)[C-]2C=CC=C2)C=CC=CC=1.[C-]1(P(C2C=CC=CC=2)C2C=CC=CC=2)C=CC=C1.[Fe+2].C1C=CC(/C=C/C(/C=C/C2C=CC=CC=2)=O)=CC=1.C1C=CC(/C=C/C(/C=C/C2C=CC=CC=2)=O)=CC=1.C1C=CC(/C=C/C(/C=C/C2C=CC=CC=2)=O)=CC=1.[Pd].[Pd]>[C:25]([C:9]1[CH:10]=[C:11]2[C:6](=[CH:7][CH:8]=1)[N:5]([CH3:13])[C:4](=[O:14])[C:3]([C:15]([NH:17][CH2:18][C:19]([O:21][CH2:22][CH3:23])=[O:20])=[O:16])=[C:2]2[OH:1])#[N:26] |f:3.4,5.6.7,8.9.10.11.12|. Procedure details: Ethyl 2-(4-hydroxy-6-iodo-1-methyl-2-oxo-1,2-dihydroquinoline-3-carboxamido)acetate (0.200 g, 0.46 mmol), 1,1′-bis(diphenylphosphino)ferrocene (0.048 g, 0.087 mmol), Copper cyanide (0.194 g, 2.2 mmol) and Tris(dibenzylideneacetone)dipalladium (0.020 g, 0.022 mmol) in 1,4-dioxane (2 ml) were combined in a 10 ml tube. Tetraethylammonium cyanide (0.085 g, 0.54 mmol) and 1,4-dioxane (1 ml) were added and the tube was sealed and heated to 145° C. for 15 min under Argon in a microwave (Personal Chemis...